Dataset: the Open Reaction Database (ORD), a public repository of structured organic reaction records. Task: describe an organic reaction: reactants, conditions, products, and yield The reactants are O=C(Nc1cnc(OCC(F)(F)F)c(Br)c1)c1cccnc1, OB(O)c1ccccc1. The product is O=C(Nc1cnc(OCC(F)(F)F)c(-c2ccccc2)c1)c1cccnc1. RXN SMILES: [Br:1][c:2]1[cH:3][c:4]([NH:14][C:15]([c:16]2[cH:17][n:18][cH:19][cH:20][cH:21]2)=[O:22])[cH:5][n:6][c:7]1[O:8][CH2:9][C:10]([F:11])([F:12])[F:13].[c:23]1([B:29]([OH:30])[OH:31])[cH:24][cH:25][cH:26][cH:27][cH:28]1>>[c:2]1(-[c:23]2[cH:24][cH:25][cH:26][cH:27][cH:28]2)[cH:3][c:4]([NH:14][C:15]([c:16]2[cH:17][n:18][cH:19][cH:20][cH:21]2)=[O:22])[cH:5][n:6][c:7]1[O:8][CH2:9][C:10]([F:11])([F:12])[F:13]. Conditions: temperature 50 celsius. The reactants are [OH-].[Na+] (sodium hydroxide), C(Cl)C1CO1 (epichlorohydrin), OC1=C(OCCO)C=CC=C1 (2-(2-hydroxyphenoxy)ethanol). As a reaction SMILES: [OH-].[Na+].[CH2:3]([CH:5]1[O:7][CH2:6]1)Cl.[OH:8][C:9]1[CH:18]=[CH:17][CH:16]=[CH:15][C:10]=1[O:11][CH2:12][CH2:13][OH:14]>O1CCOCC1>[O:7]1[CH:5]([CH2:3][O:8][C:9]2[CH:18]=[CH:17][CH:16]=[CH:15][C:10]=2[O:11][CH2:12][CH2:13][OH:14])[CH2:6]1 |f:0.1|. Isolated yield 41.7%. Product: O1CC1COC1=C(C=CC=C1)OCCO (1,2-epoxy-3-[2-(2-hydroxyethoxy)phenoxy]propane). Procedure: 69 ml of 1 N sodium hydroxide and 7.3 ml of epichlorohydrin were added to a solution of 7.2 g of 2-(2-hydroxyphenoxy)ethanol in 50 ml of dioxane, and the mixture was heated at 50° C. for 2 hours with stirring. The reaction solution was extracted with chloroform, washed with water and dried. The solvent was distilled off under reduced pressure. The residue was chromatographed on a silica gel column to afford 4.1 g (yield 41.7%) of 1,2-epoxy-3-[2-(2-hydroxyethoxy)phenoxy]propane as a colorless oil... The solvent is O1CCOCC1 (dioxane). Starting materials: CCO, COc1ccc(Cn2cc([N+](=O)[O-])cn2)cc1, CCOC(C)=O, [Cl-], [Fe], [NH4+]. Product: COc1ccc(Cn2cc(N)cn2)cc1. RXN SMILES: [CH3:18][CH2:19][OH:20].[CH3:1][O:2][c:3]1[cH:4][cH:5][c:6]([CH2:7][n:8]2[n:9][cH:10][c:11]([N+:13]([O-:14])=[O:15])[cH:12]2)[cH:16][cH:17]1.[CH3:23][CH2:24][O:25][C:26]([CH3:27])=[O:28].[Cl-:21].[Fe:29].[NH4+:22]>>[CH3:1][O:2][c:3]1[cH:4][cH:5][c:6]([CH2:7][n:8]2[n:9][cH:10][c:11]([NH2:13])[cH:12]2)[cH:16][cH:17]1. Starting materials: CCN1CCN(c2nc(Br)cc3ccccc23)CC1, CCCC[Sn](CCCC)(CCCC)c1ccc(C(C)CC(=O)OCC)cc1, CCOC(C)=O, Cc1ccccc1C. The product is CCOC(=O)CC(C)c1ccc(-c2cc3ccccc3c(N3CCN(CC)CC3)n2)cc1. Reaction SMILES: [Br:28][c:29]1[n:30][c:31]([N:39]2[CH2:40][CH2:41][N:42]([CH2:45][CH3:46])[CH2:43][CH2:44]2)[c:32]2[cH:33][cH:34][cH:35][cH:36][c:37]2[cH:38]1.[CH2:1]([Sn:2]([CH2:3][CH2:4][CH2:5][CH3:20])([c:6]1[cH:7][cH:8][c:9]([CH:12]([CH2:13][C:14](=[O:15])[O:16][CH2:17][CH3:18])[CH3:19])[cH:10][cH:11]1)[CH2:21][CH2:22][CH2:23][CH3:24])[CH2:25][CH2:26][CH3:27].[CH3:55][CH2:56][O:57][C:58](=[O:59])[CH3:60].[c:47]1([CH3:48])[c:49]([CH3:50])[cH:51][cH:52][cH:53][cH:54]1>>[c:6]1(-[c:29]2[n:30][c:31]([N:39]3[CH2:40][CH2:41][N:42]([CH2:45][CH3:46])[CH2:43][CH2:44]3)[c:32]3[cH:33][cH:34][cH:35][cH:36][c:37]3[cH:38]2)[cH:7][cH:8][c:9]([CH:12]([CH2:13][C:14](=[O:15])[O:16][CH2:17][CH3:18])[CH3:19])[cH:10][cH:11]1.